From a dataset of the Open Reaction Database (ORD), a public repository of structured organic reaction records. describe an organic reaction: reactants, conditions, products, and yield Starting materials: CN(C)C=O, ClCn1cnc2ccccc21, Cl, [H-], [H][H], [Na+], Oc1ccc(Oc2ccccc2)cc1. The product is c1ccc(Oc2ccc(OCn3cnc4ccccc43)cc2)cc1. As a reaction SMILES: [CH3:31][N:32]([CH3:33])[CH:34]=[O:35].[Cl:20][CH2:21][n:22]1[cH:23][n:24][c:25]2[c:26]1[cH:27][cH:28][cH:29][cH:30]2.[ClH:19].[H-:15].[H:17][H:18].[Na+:16].[O:1]([c:2]1[cH:3][cH:4][cH:5][cH:6][cH:7]1)[c:8]1[cH:9][cH:10][c:11]([OH:14])[cH:12][cH:13]1>>[O:1]([c:2]1[cH:3][cH:4][cH:5][cH:6][cH:7]1)[c:8]1[cH:9][cH:10][c:11]([O:14][CH2:21][n:22]2[cH:23][n:24][c:25]3[c:26]2[cH:27][cH:28][cH:29][cH:30]3)[cH:12][cH:13]1. Reactants: B, CSC, Cc1ccccc1, CO, Cl, CCCCCC(=O)C=CC1CCC(=O)N1CCSCCCC(=O)OC. Product: CCCCCC(O)C=CC1CCC(=O)N1CCSCCCC(=O)OC. Reaction SMILES: [BH3:29].[CH3:26][S:27][CH3:28].[CH3:31][c:32]1[cH:33][cH:34][cH:35][cH:36][cH:37]1.[CH3:38][OH:39].[ClH:30].[O:1]=[C:2]1[N:3]([CH2:16][CH2:17][S:18][CH2:19][CH2:20][CH2:21][C:22](=[O:23])[O:24][CH3:25])[CH:4]([CH:7]=[CH:8][C:9]([CH2:10][CH2:11][CH2:12][CH2:13][CH3:14])=[O:15])[CH2:5][CH2:6]1>>[O:1]=[C:2]1[N:3]([CH2:16][CH2:17][S:18][CH2:19][CH2:20][CH2:21][C:22](=[O:23])[O:24][CH3:25])[CH:4]([CH:7]=[CH:8][CH:9]([CH2:10][CH2:11][CH2:12][CH2:13][CH3:14])[OH:15])[CH2:5][CH2:6]1. Product: Cl.FC1=CC=C(C=C1)C(CCCCN1CCC(CC1)C(C1=CC=CC=C1)(C1=CC=CC=C1)O)=O (4'-fluoro-5-[4-(α-hydroxy-α-phenylbenzyl)piperidino]valerophenone hydrochloride). Procedure: A mixture of 19.3 g (0.07 mole) of α,α -diphenyl-4-piperidinemethanol, 17.1 g (0.08 mole) of 5-chloro-4'-fluorovalerophenone, 20.0 g (0.2 mole) of potassium bicarbonate, and 0.1 g of potassium iodide in 250 ml of toluene and 35 ml of water is stirred on a steam bath for 70 hours. The organic layer is separated and combined with two 50 ml toluene extracts of the aqueous layer. The combined organic material is washed with water and saturated sodium chloride solution, dried over magnesium sulfate a... Conditions: time 70 hour. As a reaction SMILES: [C:1]1([C:7]([C:15]2[CH:20]=[CH:19][CH:18]=[CH:17][CH:16]=2)([CH:9]2[CH2:14][CH2:13][NH:12][CH2:11][CH2:10]2)[OH:8])[CH:6]=[CH:5][CH:4]=[CH:3][CH:2]=1.[Cl:21][CH2:22][CH2:23][CH2:24][CH2:25][C:26]([C:28]1[CH:33]=[CH:32][C:31]([F:34])=[CH:30][CH:29]=1)=[O:27].C(=O)(O)[O-].[K+].[I-].[K+]>C1(C)C=CC=CC=1.O>[ClH:21].[F:34][C:31]1[CH:30]=[CH:29][C:28]([C:26](=[O:27])[CH2:25][CH2:24][CH2:23][CH2:22][N:12]2[CH2:13][CH2:14][CH:9]([C:7]([OH:8])([C:15]3[CH:20]=[CH:19][CH:18]=[CH:17][CH:16]=3)[C:1]3[CH:2]=[CH:3][CH:4]=[CH:5][CH:6]=3)[CH2:10][CH2:11]2)=[CH:33][CH:32]=1 |f:2.3,4.5,8.9|. Starting materials: C1(=CC=CC=C1)C(O)(C1CCNCC1)C1=CC=CC=C1 (α,α -diphenyl-4-piperidinemethanol), ClCCCCC(=O)C1=CC=C(C=C1)F (5-chloro-4'-fluorovalerophenone), C([O-])(O)=O.[K+] (potassium bicarbonate), [I-].[K+] (potassium iodide). Solvent: C1(=CC=CC=C1)C (toluene), O (water). The reactants are FC1(CCC(CC1)CC(=O)OCC)F (ethyl 2-(4,4-difluorocyclohexyl)acetate), [OH-].[Na+] (NaOH). Run in C1CCOC1.CO (THF MeOH). Reaction conditions: time 16 hour. Yields the product FC1(CCC(CC1)CC(=O)O)F (2-(4,4-difluorocyclohexyl)acetic acid). Reaction SMILES: [F:1][C:2]1([F:14])[CH2:7][CH2:6][CH:5]([CH2:8][C:9]([O:11]CC)=[O:10])[CH2:4][CH2:3]1.[OH-].[Na+]>C1COCC1.CO>[F:1][C:2]1([F:14])[CH2:3][CH2:4][CH:5]([CH2:8][C:9]([OH:11])=[O:10])[CH2:6][CH2:7]1 |f:1.2,3.4|. Procedure: To a solution of ethyl 2-(4-oxocyclohexyl)acetate (0.4 g) in DCM (5 mL) was added Deoxo-Fluor® (0.881 mL) and EtOH (0.038 mL). The reaction mixture was stirred at rt for 16 h and then diluted with sat. NaHCO3 and EtOAc. The organic phase was washed with water, sat. NaCl and dried over anhydrous Na2SO4, filtered and dried to yield ethyl 2-(4,4-difluorocyclohexyl)acetate (0.4 g). To a solution of ethyl 2-(4,4-difluorocyclohexyl)acetate in THF/MeOH (2 mL) was added 1N NaOH (1 mL), and the reaction ...